From a dataset of the Open Reaction Database (ORD), a public repository of structured organic reaction records. describe an organic reaction: reactants, conditions, products, and yield Reactants: CCO, [N-]=[N+]=NCC(N)Cc1ccccc1. The product is NCC(N)Cc1ccccc1. RXN SMILES: [CH3:14][CH2:15][OH:16].[N:1](=[N+:2]=[N-:3])[CH2:4][CH:5]([CH2:6][c:7]1[cH:8][cH:9][cH:10][cH:11][cH:12]1)[NH2:13]>>[NH2:1][CH2:4][CH:5]([CH2:6][c:7]1[cH:8][cH:9][cH:10][cH:11][cH:12]1)[NH2:13]. The reactants are C(C)(C)(C)OC(=O)N[C@@H](CC(C)C)C(=O)O (N-(tert-butoxycarbonyl)-L-leucine), Cl.CN(CCCN=C=NCC)C (1-(3-dimethylaminopropyl)-3-ethylcarbodiimide hydrochloride), ON1N=NC2=C1C=CC=C2 (1-hydroxybenzotriazole), COC([C@@H](N)CC1=CC=C(C=C1)O)=O (L-tyrosine methyl ester). The solvent is C(C)#N (acetonitrile). Reaction conditions: temperature 20 celsius, time 30 minute. Yields the product C(C)(C)(C)OC(=O)N[C@H](C(=O)N[C@H](C(=O)OC)CC1=CC=C(C=C1)O)CC(C)C (Methyl (2S)-2-({(2S)-2-[(tert-butoxycarbonyl)amino]-4-methyl pentanoyl}amino)-3-(4-hydroxyphenyl)propanoate). Yield: 98.2%. RXN SMILES: [C:1]([O:5][C:6]([NH:8][C@H:9]([C:14]([OH:16])=O)[CH2:10][CH:11]([CH3:13])[CH3:12])=[O:7])([CH3:4])([CH3:3])[CH3:2].Cl.CN(C)CCCN=C=NCC.ON1C2C=CC=CC=2N=N1.[CH3:39][O:40][C:41](=[O:52])[C@H:42]([CH2:44][C:45]1[CH:50]=[CH:49][C:48]([OH:51])=[CH:47][CH:46]=1)[NH2:43]>C(#N)C>[C:1]([O:5][C:6]([NH:8][C@@H:9]([CH2:10][CH:11]([CH3:12])[CH3:13])[C:14]([NH:43][C@@H:42]([CH2:44][C:45]1[CH:46]=[CH:47][C:48]([OH:51])=[CH:49][CH:50]=1)[C:41]([O:40][CH3:39])=[O:52])=[O:16])=[O:7])([CH3:2])([CH3:3])[CH3:4] |f:1.2|. Reported procedure: To a solution of N-(tert-butoxycarbonyl)-L-leucine (7 g) in acetonitrile (100 ml), under a nitrogen atmosphere, was added 1-(3-dimethylaminopropyl)-3-ethylcarbodiimide hydrochloride (5.9 g) and 1-hydroxybenzotriazole (4.2 g). After stirring for 30 mins at 20° C. L-tyrosine methyl ester (5.5 g) was added and stirring was continued for 18 h. The mixture was concentrated in vacuo to ca. 10 ml and the residue was partitioned between 1M hydrochloric acid (200 ml) and ethyl acetate (100 ml). The layer... As a reaction SMILES: [Cl:1][c:2]1[c:3]([C:4](=[O:5])[O:6][CH3:7])[cH:8][cH:9][cH:10][c:11]1[C:12]1([C:16]#[N:17])[CH2:13][CH2:14][CH2:15]1.[Li+:20].[O:21]1[CH2:22][CH2:23][CH2:24][CH2:25]1.[OH-:19].[OH2:18]>>[Cl:1][c:2]1[c:3]([C:4](=[O:5])[OH:6])[cH:8][cH:9][cH:10][c:11]1[C:12]1([C:16]#[N:17])[CH2:13][CH2:14][CH2:15]1. Reactants: COC(=O)c1cccc(C2(C#N)CCC2)c1Cl, [Li+], C1CCOC1, [OH-], O. Yields the product N#CC1(c2cccc(C(=O)O)c2Cl)CCC1. Starting materials: ClC1=C(C=C(C(CS(=O)(=O)C)O)C=C1NC)N(C)C (4-chloro-3-dimethylamino-5-methylamino-α-[(methylsulfonyl)methyl]benzyl alcohol), C[O-].[Na+] (sodium methylate), N(C1=CC=CC=C1)CCC#N (β-anilinopropionitrile). The solvent is CS(=O)C (dimethylsulfoxide). Product: N(C1=CC=CC=C1)C=C(C#N)CC1=CC(=C(C(=C1)NC)Cl)N(C)C (α-(anilinomethylene)-4-chloro-3-dimethylamino-5-methylaminohydrocinnamonitrile). Reaction SMILES: [Cl:1][C:2]1[C:14]([NH:15][CH3:16])=[CH:13][C:5]([CH:6](O)CS(C)(=O)=O)=[CH:4][C:3]=1[N:17]([CH3:19])[CH3:18].C[O-].[Na+].[NH:23]([CH2:30][CH2:31][C:32]#[N:33])[C:24]1[CH:29]=[CH:28][CH:27]=[CH:26][CH:25]=1>CS(C)=O>[NH:23]([CH:30]=[C:31]([CH2:6][C:5]1[CH:13]=[C:14]([NH:15][CH3:16])[C:2]([Cl:1])=[C:3]([N:17]([CH3:19])[CH3:18])[CH:4]=1)[C:32]#[N:33])[C:24]1[CH:29]=[CH:28][CH:27]=[CH:26][CH:25]=1 |f:1.2|. Procedure details: A mixture of 9.48 g. of 4-chloro-3-dimethylamino-5-methylamino-α-[(methylsulfonyl)methyl]benzyl alcohol, 1.8 g. of sodium methylate and 4.8 g. of β-anilinopropionitrile in 20 ml. of dimethylsulfoxide was stirred with the exclusion of moisture for 5 hours at 50° C. The mixture was cooled, poured into 200 ml. of water, the precipitated oil extracted with ethyl acetate, the ethyl acetate solution dried over sodium sulfate and evaporated. By purification of the product over aluminum oxide with benze... Starting materials: N1N=C(C2=CC=CC=C12)NC(OCC)=O (Ethyl 1H-indazol-3-ylcarbamate), FC1=C(C=CC=C1)N1CCNCC1 (1-(2-fluorophenyl)piperazine), O (water). Run in CN(C=O)C (dimethylformamide). Run at temperature 100 celsius. Product: N1N=C(C2=CC=CC=C12)NC(=O)N1CCN(CC1)C1=C(C=CC=C1)F (4-(2-fluorophenyl)-1-piperazinecarboxylic acid (1H-indazol-3-yl)amide). The yield is 54.2%. Reaction SMILES: [NH:1]1[C:9]2[C:4](=[CH:5][CH:6]=[CH:7][CH:8]=2)[C:3]([NH:10][C:11](=[O:15])OCC)=[N:2]1.[F:16][C:17]1[CH:22]=[CH:21][CH:20]=[CH:19][C:18]=1[N:23]1[CH2:28][CH2:27][NH:26][CH2:25][CH2:24]1.O>CN(C)C=O>[NH:1]1[C:9]2[C:4](=[CH:5][CH:6]=[CH:7][CH:8]=2)[C:3]([NH:10][C:11]([N:26]2[CH2:25][CH2:24][N:23]([C:18]3[CH:19]=[CH:20][CH:21]=[CH:22][C:17]=3[F:16])[CH2:28][CH2:27]2)=[O:15])=[N:2]1. Reported procedure: Ethyl 1H-indazol-3-ylcarbamate (81 mg) and 1-(2-fluorophenyl)piperazine (Aldrich Co., 47 mg) were dissolved in dimethylformamide (2 ml), and the mixture was stirred with heating at 100° C. for 11 hr. After allowing to cool, water was added to the reaction mixture, and the precipitated solid was collected by filtration and dried to give 4-(2-fluorophenyl)-1-piperazinecarboxylic acid (1H-indazol-3-yl)amide (48 mg, yield 57%). Starting materials: ClCC=1COCCC1 (3-chloromethyl-5,6dihydro-2H-pyran), ClC=1N(N=C2CCCCC12)C1=C(C=C(C(=C1)O)Cl)F (3-chloro-2-(4-chloro-2fluoro-5-hydroxyphenyl)-4,5,6,7-tetrahydroindazole), C([O-])([O-])=O.[K+].[K+] (potassium carbonate), [I-].[Na+] (sodium iodide). Solvent: CN(C=O)C (dimethylformamide), O (water). Reaction conditions: time 12 hour. Product: ClC=1N(N=C2CCCCC12)C1=C(C=C(C(=C1)OCC=1COCCC1)Cl)F (3-chloro-2-[4-chloro-2-fluoro-5-(5,6-dihydro-2H-pyran-3-ylmethoxy)phenyl]-4,5,6,7-tetrahydroindazole). Yield: 83.9%. RXN SMILES: Cl[CH2:2][C:3]1[CH2:4][O:5][CH2:6][CH2:7][CH:8]=1.[Cl:9][C:10]1[N:11]([C:19]2[CH:24]=[C:23]([OH:25])[C:22]([Cl:26])=[CH:21][C:20]=2[F:27])[N:12]=[C:13]2[C:18]=1[CH2:17][CH2:16][CH2:15][CH2:14]2.C(=O)([O-])[O-].[K+].[K+].[I-].[Na+]>CN(C)C=O.O>[Cl:9][C:10]1[N:11]([C:19]2[CH:24]=[C:23]([O:25][CH2:2][C:3]3[CH2:4][O:5][CH2:6][CH2:7][CH:8]=3)[C:22]([Cl:26])=[CH:21][C:20]=2[F:27])[N:12]=[C:13]2[C:18]=1[CH2:17][CH2:16][CH2:15][CH2:14]2 |f:2.3.4,5.6|. Procedure details: 2.1 g (16 mmol) of 3-chloromethyl-5,6dihydro-2H-pyran were added at 25° C. to a mixture of 4.5 g (15 mmol) of 3-chloro-2-(4-chloro-2fluoro-5-hydroxyphenyl)-4,5,6,7-tetrahydroindazole, 2.5 g (18 mmol) of potassium carbonate and 0.5 g (3 mmol) of sodium iodide in 50 ml of dimethylformamide, and the reaction mixture was stirred for 12 hours. 100 ml of water were added, and the precipitate was isolated, washed with water and dried, resulting in 5 g (84%) of the title compound [melting point 90° to 9...